Task: describe an organic reaction: reactants, conditions, products, and yield. Dataset: the Open Reaction Database (ORD), a public repository of structured organic reaction records Reactants: Br, CC(=O)O, CC(=O)OC1C(=O)N(CCN(C)C(=O)OCc2ccccc2)c2ccccc2SC1c1ccc(C)cc1, CC(=O)O. Yields the product Br, CNCCN1C(=O)C(OC(C)=O)C(c2ccc(C)cc2)Sc2ccccc21. RXN SMILES: [BrH:42].[C:38]([OH:39])(=[O:40])[CH3:41].[CH3:1][c:2]1[cH:3][cH:4][c:5]([CH:8]2[S:9][c:10]3[c:11]([cH:34][cH:35][cH:36][cH:37]3)[N:12]([CH2:20][CH2:21][N:22]([CH3:23])[C:24]([O:25][CH2:26][c:27]3[cH:28][cH:29][cH:30][cH:31][cH:32]3)=[O:33])[C:13](=[O:19])[CH:14]2[O:15][C:16]([CH3:17])=[O:18])[cH:6][cH:7]1.[CH3:43][C:44](=[O:45])[OH:46]>>[BrH:42].[CH3:1][c:2]1[cH:3][cH:4][c:5]([CH:8]2[S:9][c:10]3[c:11]([cH:34][cH:35][cH:36][cH:37]3)[N:12]([CH2:20][CH2:21][NH:22][CH3:23])[C:13](=[O:19])[CH:14]2[O:15][C:16]([CH3:17])=[O:18])[cH:6][cH:7]1. Starting materials: BrC1=CC(=C(C(=C1)F)F)F (1-bromo-3,4,5-trifluorobenzene), [Mg] (magnesium), C(CCC)[C@@H]1CC[C@H](CC1)CC(=O)Cl (Trans-4-butylcyclohexylacetyl chloride), Grignard reagent, Cl (hydrochloric acid). The reagents and catalysts are C/C(=C/C(=O)C)/[O-].C/C(=C/C(=O)C)/[O-].C/C(=C/C(=O)C)/[O-].[Fe+3] (iron acetylacetonate). The solvent is O1CCCC1 (tetrahydrofuran), O1CCCC1 (tetrahydrofuran), O (water). Reaction conditions: temperature 0 celsius, time 2 hour. Yields the product C(CCC)[C@@H]1CC[C@H](CC1)CC(=O)C1=CC(=C(C(=C1)F)F)F (1-(trans-4butylcyclohexylacetyl)-3,4,5-trifluorobenzene). Yield: 58.5%. As a reaction SMILES: [CH2:1]([C@H:5]1[CH2:10][CH2:9][C@H:8]([CH2:11][C:12](Cl)=[O:13])[CH2:7][CH2:6]1)[CH2:2][CH2:3][CH3:4].Br[C:16]1[CH:21]=[C:20]([F:22])[C:19]([F:23])=[C:18]([F:24])[CH:17]=1.[Mg].Cl>O1CCCC1.C/C(/[O-])=C/C(C)=O.C/C(/[O-])=C/C(C)=O.C/C(/[O-])=C/C(C)=O.[Fe+3].O>[CH2:1]([C@H:5]1[CH2:10][CH2:9][C@H:8]([CH2:11][C:12]([C:16]2[CH:21]=[C:20]([F:22])[C:19]([F:23])=[C:18]([F:24])[CH:17]=2)=[O:13])[CH2:7][CH2:6]1)[CH2:2][CH2:3][CH3:4] |f:5.6.7.8|. Procedure: Trans-4-butylcyclohexylacetyl chloride (25 g, 0.115 mol) was dissolved in dry tetrahydrofuran (30 ml), followed by cooling the solution down to 0° C., adding iron acetylacetonate (0.81 g), agitating the mixture, adding a solution of a Grignard reagent prepared from 1-bromo-3,4,5-trifluorobenzene (25 g, 0.115 mol) and metallic magnesium (2.8 g, 0.115 mol), in tetrahydrofuran, at a rate at which the reaction temperature did not exceed 10° C., reacting the mixture at 5° C. or lower for 2 hours, add... The reactants are BrC1=C(C=CC=C1)S(=O)(=O)NC=1C(=NN(C1)C1=CC=CC=C1)C(=O)N1CCOCC1 (2-bromo-N-[3-(morpholin-4-ylcarbonyl)-1-phenyl-1H-pyrazol-4-yl]benzenesulfonamide), [H-].[Na+] (NaH), COCCl (Chloromethyl methyl ether). The solvent is C1CCOC1 (THF). Reaction conditions: time 2 hour. Yields the product BrC1=C(C=CC=C1)S(=O)(=O)N(C=1C(=NN(C1)C1=CC=CC=C1)C(=O)N1CCOCC1)COC (2-Bromo-N-(methoxymethyl)-N-[3-(morpholin-4-ylcarbonyl)-1-phenyl-1H-pyrazol-4-yl]benzenesulfonamide). RXN SMILES: [Br:1][C:2]1[CH:7]=[CH:6][CH:5]=[CH:4][C:3]=1[S:8]([NH:11][C:12]1[C:13]([C:23]([N:25]2[CH2:30][CH2:29][O:28][CH2:27][CH2:26]2)=[O:24])=[N:14][N:15]([C:17]2[CH:22]=[CH:21][CH:20]=[CH:19][CH:18]=2)[CH:16]=1)(=[O:10])=[O:9].[H-].[Na+].[CH3:33][O:34][CH2:35]Cl>C1COCC1>[Br:1][C:2]1[CH:7]=[CH:6][CH:5]=[CH:4][C:3]=1[S:8]([N:11]([CH2:33][O:34][CH3:35])[C:12]1[C:13]([C:23]([N:25]2[CH2:26][CH2:27][O:28][CH2:29][CH2:30]2)=[O:24])=[N:14][N:15]([C:17]2[CH:22]=[CH:21][CH:20]=[CH:19][CH:18]=2)[CH:16]=1)(=[O:9])=[O:10] |f:1.2|. Procedure details: To a solution of 2-bromo-N-[3-(morpholin-4-ylcarbonyl)-1-phenyl-1H-pyrazol-4-yl]benzenesulfonamide (200 mg; 0.41 mmol; 1.00 eq.) in THF (30 mL) is added NaH (24 mg; 0.61 mmol; 1.50 eq.) in a portionwise manner and the resulting mixture is stirred at room temperature for 15 minutes whereupon Chloromethyl methyl ether (82 μl; 0.81 mmol; 2.00 eq.) is added dropwise. The reaction mixture is stirred at room temperature for 2 hours then quenched with sat. aq. NaHCO3. Extraction with ethyl acetate (2×)... The reactants are C(#N)[BH3-].[Na+] (sodium cyanoborohydride), CN (methylamine), Cl.C(C)N(CCNC(C(=O)C1=C(C=C(C=C1)Cl)C(C1=CC=CC=C1)=O)=O)CC (o-benzoyl-p-chlorophenylglyoxylic acid [2-(diethylamino)ethyl]amide hydrochloride), 6.65-N, Cl (hydrochloric acid), Cl (hydrochloric acid). The solvent is CO (methanol). Reaction conditions: time 0.5 hour. Product: Cl.C(C)N(CCNC(=O)C=1N(C(=C2C=C(C=CC12)Cl)C1=CC=CC=C1)C)CC (5-chloro-2-methyl-3-phenylisoindole-1-carboxylic acid [2-(diethylamino)ethyl]amide hydrochloride). As a reaction SMILES: CN.Cl.Cl.[CH2:5]([N:7]([CH2:30][CH3:31])[CH2:8][CH2:9][NH:10][C:11](=[O:29])[C:12]([C:14]1[CH:19]=[CH:18][C:17]([Cl:20])=[CH:16][C:15]=1[C:21](=O)[C:22]1[CH:27]=[CH:26][CH:25]=[CH:24][CH:23]=1)=O)[CH3:6].[C:32]([BH3-])#[N:33].[Na+]>CO>[ClH:20].[CH2:5]([N:7]([CH2:30][CH3:31])[CH2:8][CH2:9][NH:10][C:11]([C:12]1[N:33]([CH3:32])[C:21]([C:22]2[CH:27]=[CH:26][CH:25]=[CH:24][CH:23]=2)=[C:15]2[C:14]=1[CH:19]=[CH:18][C:17]([Cl:20])=[CH:16]2)=[O:29])[CH3:6] |f:2.3,4.5,7.8|. Procedure: A solution of 7.45 g. of methylamine in 120 ml. of methanol is treated with 12 ml. of 6.65-N methanolic hydrochloric acid. Thereafter, there are successively added under an atmosphere of argon at 20°-25° C. 17.0 g. of o-benzoyl-p-chlorophenylglyoxylic acid [2-(diethylamino)ethyl]amide hydrochloride and 1.6 g. of sodium cyanoborohydride and the mixture is stirred at room temperature for an additional 2 hours. The mixture is made acidic with concentrated hydrochloric acid while cooling with ice, s... Reactants: FC1=C(C=CC(=C1)F)[C@]([C@@H](C)N1C(N(C=C1)C1=CC=C(C=C1)OC(C(F)F)(F)F)=O)(CO)O (1-[(1R,2S)-2-(2,4-Difluorophenyl)-2,3-dihydroxy-1-methylpropyl]-3-[4-(1,1,2,2-tetrafluoroethoxy)phenyl]-2(1H,3H)-imidazolone), CS(=O)(=O)Cl (methanesulfonyl chloride). Solvent: C(C)(=O)OCC (ethyl acetate), C(C)N(CC)CC (triethylamine). Conditions: temperature 0 celsius, time 30 minute. Yields the product FC1=C(C=CC(=C1)F)[C@]([C@@H](C)N1C(N(C=C1)C1=CC=C(C=C1)OC(C(F)F)(F)F)=O)(COS(=O)(=O)C)O (1-[(1R,2S)-2-(2,4-difluorophenyl)-2-hydroxy-3-methanesulfonyloxy-1-methylpropyl]-3-[4-(1,1,2,2-tetrafluoroethoxy)phenyl]-2(1H,3H)-imidazolone). Reaction SMILES: [F:1][C:2]1[CH:7]=[C:6]([F:8])[CH:5]=[CH:4][C:3]=1[C@@:9]([OH:33])([CH2:31][OH:32])[C@H:10]([N:12]1[CH:16]=[CH:15][N:14]([C:17]2[CH:22]=[CH:21][C:20]([O:23][C:24]([F:29])([F:28])[CH:25]([F:27])[F:26])=[CH:19][CH:18]=2)[C:13]1=[O:30])[CH3:11].[CH3:34][S:35](Cl)(=[O:37])=[O:36]>C(OCC)(=O)C.C(N(CC)CC)C>[F:1][C:2]1[CH:7]=[C:6]([F:8])[CH:5]=[CH:4][C:3]=1[C@@:9]([OH:33])([CH2:31][O:32][S:35]([CH3:34])(=[O:37])=[O:36])[C@H:10]([N:12]1[CH:16]=[CH:15][N:14]([C:17]2[CH:18]=[CH:19][C:20]([O:23][C:24]([F:29])([F:28])[CH:25]([F:27])[F:26])=[CH:21][CH:22]=2)[C:13]1=[O:30])[CH3:11]. Reported procedure: 1-[(1R,2S)-2-(2,4-Difluorophenyl)-2,3-dihydroxy-1-methylpropyl]-3-[4-(1,1,2,2-tetrafluoroethoxy)phenyl]-2(1H,3H)-imidazolone (0.5 g) was dissolved in 20 ml of ethyl acetate, to which 0.12 ml of methanesulfonyl chloride and 0.22 ml of triethylamine were added dropwise with ice cooling. After stirring at 0° C. for 30 minutes, the reaction solution was washed with water (10 ml×2) and 10 ml of an aqueous solution of sodium chloride successively. The organic layer was dried over magnesium sulfate. Af... The reactants are BrC=1C=C(C=C(C1)Br)C1=CC=CC=C1 (3,5-dibromobiphenyl), BrC=1C=C(C=C(C1)Br)I (3,5-dibromoiodobenzene), C1(=CC=CC=C1)B(O)O (phenylboronic acid), resultant solution, C(CCC)[Li] (normal-butyllithium), S(=O)(O)[O-].[Na+] (sodium hydrogensulfite), ICCI (1,2-diiodoethane), resultant mixture. The solvent is CCCCCC (hexane), C1CCOC1 (THF), C(Cl)Cl (methylene chloride), O (water). Run at time 5 hour. The product is BrC=1C=C(C=C(C1)I)C1=CC=CC=C1 (3-bromo-5-iodobiphenyl). Yield: 85.0%. RXN SMILES: [Br:1][C:2]1[CH:3]=[C:4]([C:9]2[CH:14]=[CH:13][CH:12]=[CH:11][CH:10]=2)[CH:5]=[C:6](Br)[CH:7]=1.BrC1C=C([I:23])C=C(Br)C=1.C1(B(O)O)C=CC=CC=1.C([Li])CCC.ICCI.S([O-])(O)=O.[Na+]>C(Cl)Cl.O.CCCCCC.C1COCC1>[Br:1][C:2]1[CH:3]=[C:4]([C:9]2[CH:14]=[CH:13][CH:12]=[CH:11][CH:10]=2)[CH:5]=[C:6]([I:23])[CH:7]=1 |f:5.6|. Reported procedure: Under the atmosphere of argon, 20 g of 3,5-dibromobiphenyl synthesized from 3,5-dibromoiodobenzene and phenylboronic acid was dissolved into 200 ml of anhydrous THF, and the resultant solution was cooled at −70° C. To the cooled solution, 42 ml of a 1.6 M hexane solution of normal-butyllithium was added dropwise, and the resultant mixture was stirred for 30 minutes. Then, 19 g of 1,2-diiodoethane was added, and the obtained mixture was stirred for 5 hours. After the mixture was left standing for...